describe an organic reaction: reactants, conditions, products, and yield From a dataset of the Open Reaction Database (ORD), a public repository of structured organic reaction records. The reactants are CN(C)c1ccncc1, C(=NC1CCCCC1)=NC1CCCCC1, ClCCl, OCCCCCCOc1ccc(-c2ccc(C3CCC(CCC4OCCO4)CC3)cc2)cc1, C=CC(=O)O. Yields the product C=CC(=O)OCCCCCCOc1ccc(-c2ccc(C3CCC(CCC4OCCO4)CC3)cc2)cc1. RXN SMILES: [CH3:57][N:58]([CH3:59])[c:60]1[cH:61][cH:62][n:63][cH:64][cH:65]1.[CH:1]1([N:2]=[C:3]=[N:4][CH:5]2[CH2:6][CH2:7][CH2:8][CH2:9][CH2:10]2)[CH2:11][CH2:12][CH2:13][CH2:14][CH2:15]1.[Cl:54][CH2:55][Cl:56].[O:16]1[CH:17]([CH2:21][CH2:22][CH:23]2[CH2:24][CH2:25][CH:26]([c:29]3[cH:30][cH:31][c:32](-[c:35]4[cH:36][cH:37][c:38]([O:41][CH2:42][CH2:43][CH2:44][CH2:45][CH2:46][CH2:47][OH:48])[cH:39][cH:40]4)[cH:33][cH:34]3)[CH2:27][CH2:28]2)[O:18][CH2:19][CH2:20]1.[OH:49][C:50](=[O:51])[CH:52]=[CH2:53]>>[O:16]1[CH:17]([CH2:21][CH2:22][CH:23]2[CH2:24][CH2:25][CH:26]([c:29]3[cH:30][cH:31][c:32](-[c:35]4[cH:36][cH:37][c:38]([O:41][CH2:42][CH2:43][CH2:44][CH2:45][CH2:46][CH2:47][O:48][C:50](=[O:49])[CH:52]=[CH2:53])[cH:39][cH:40]4)[cH:33][cH:34]3)[CH2:27][CH2:28]2)[O:18][CH2:19][CH2:20]1.